This data is from the Open Reaction Database (ORD), a public repository of structured organic reaction records. The task is: describe an organic reaction: reactants, conditions, products, and yield The reactants are C1(CCC1)O (cyclobutanol), [H-].[Na+] (sodium hydride), ClC=1C(N(N=CC1Cl)C1OCCCC1)=O (4,5-dichloro-2-(tetrahydropyran-2-yl)-2H-pyridazin-3-one), ClC=1C(N(N=CC1Cl)C1OCCCC1)=O (4,5-dichloro-2-(tetrahydropyran-2-yl)-2H-pyridazin-3-one). The solvent is O1CCCC1 (tetrahydrofuran), O1CCCC1 (tetrahydrofuran). Reaction conditions: temperature 25 celsius, time 15 minute. The product is petroleum ether ethyl acetate, ClC=1C(N(N=CC1OC1CCC1)C1OCCCC1)=O (4-chloro-5-cyclobutoxy-2-(tetrahydro-pyran-2-yl)-2H-pyridazin-3-one). Isolated yield 71.6%. Reaction SMILES: [CH:1]1([OH:5])[CH2:4][CH2:3][CH2:2]1.[H-].[Na+].[Cl:8][C:9]1[C:10](=[O:22])[N:11]([CH:16]2[CH2:21][CH2:20][CH2:19][CH2:18][O:17]2)[N:12]=[CH:13][C:14]=1Cl>O1CCCC1>[Cl:8][C:9]1[C:10](=[O:22])[N:11]([CH:16]2[CH2:21][CH2:20][CH2:19][CH2:18][O:17]2)[N:12]=[CH:13][C:14]=1[O:5][CH:1]1[CH2:4][CH2:3][CH2:2]1 |f:1.2|. Procedure: A solution of cyclobutanol (7.2 g, 100 mmol) in tetrahydrofuran (200 mL) was treated with sodium hydride (3.6 g, 150 mmol) and stirred at 25° C. for 15 min. At this time, 4,5-dichloro-2-(tetrahydropyran-2-yl)-2H-pyridazin-3-one (Intermediate 20, 20.0 g, 80 mmol) in tetrahydrofuran was added dropwise. The resulting mixture was stirred at 25° C. for 2 h. At this time, the reaction was concentrated in vacuo. Chromatography (8/1 petroleum ether/ethyl acetate) afforded 4-chloro-5-cyclobutoxy-2-(tetra... Starting materials: ClC=1C=C(C(=CC1)NCC1CCOCC1)N (4-Chloro-N1-(tetrahydro-pyran-4-ylmethyl)-benzene-1,2-diamine), N#CBr (cyanogen bromide). The solvent is C(C)O (ethanol). Reaction conditions: time 8 hour. The product is ClC1=CC2=C(N(C(=N2)N)CC2CCOCC2)C=C1 (5-chloro-1-(tetrahydro-pyran-4-ylmethyl)-1H-benzimidazol-2-ylamine). As a reaction SMILES: [Cl:1][C:2]1[CH:3]=[C:4]([NH2:16])[C:5]([NH:8][CH2:9][CH:10]2[CH2:15][CH2:14][O:13][CH2:12][CH2:11]2)=[CH:6][CH:7]=1.[N:17]#[C:18]Br>C(O)C>[Cl:1][C:2]1[CH:7]=[CH:6][C:5]2[N:8]([CH2:9][CH:10]3[CH2:11][CH2:12][O:13][CH2:14][CH2:15]3)[C:18]([NH2:17])=[N:16][C:4]=2[CH:3]=1. Procedure: 4-Chloro-N1-(tetrahydro-pyran-4-ylmethyl)-benzene-1,2-diamine (1.026 g; 4.261 mmol) is dissolved in ethanol (65 mL) and cyanogen bromide (0.903 g; 8.522 mmol) is added. The reaction is stirred at room temperature overnight. After this time the mixture is concentrated in vacuo to afford title compound as a tan solid which was used without further purification. ESI m/z 266 [M+H]+/264 [M−H]− Starting materials: S(=O)([O-])S(=O)[O-].[Na+].[Na+] (sodium dithionite), NC=1NC(C(=C(N1)C(C#N)CC1=CC=CC=C1)[N+](=O)[O-])=O (2-Amino-1,6-dihydro-5-nitro-6-oxo-α-(phenylmethyl)-4-pyrimidine acetonitrile), Cl (HCl). Run in [OH-].[Na+] (NaOH). Reaction conditions: temperature 90 celsius, time 5 minute. Product: NC=1NC(C2=C(N1)C(=C(N2)N)CC2=CC=CC=C2)=O (2,6-Diamino-3,5-dihydro-7-(phenylmethyl)-4H-pyrrolo[3,2-d]pyrimidin-4-one). As a reaction SMILES: [NH2:1][C:2]1[NH:3][C:4](=[O:21])[C:5]([N+:18]([O-])=O)=[C:6]([CH:8]([CH2:11][C:12]2[CH:17]=[CH:16][CH:15]=[CH:14][CH:13]=2)[C:9]#[N:10])[N:7]=1.S(S([O-])=O)([O-])=O.[Na+].[Na+].Cl>[OH-].[Na+]>[NH2:1][C:2]1[NH:3][C:4](=[O:21])[C:5]2[NH:18][C:9]([NH2:10])=[C:8]([CH2:11][C:12]3[CH:17]=[CH:16][CH:15]=[CH:14][CH:13]=3)[C:6]=2[N:7]=1 |f:1.2.3,5.6|. Procedure details: To a solution of 2-Amino-1,6-dihydro-5-nitro-6-oxo-α-(phenylmethyl)-4-pyrimidine acetonitrile as prepared above (10.0 g) in 1N NaOH (600 mL) is added sodium dithionite (35 g). The reaction mixture is heated at 90° C. for 35 min and is acidified to pH 4 with 4N HCl while still hot. The reaction mixture is cooled in an ice bath and the precipitate is collected by filtration. It is dried over P2O5 under vacuum (4.0 g). The crude (undecarboxy-ated) product is dissolved in 300 mL conc HCl and quickly... Reactants: ClC=1C=C(C=C(C1)Cl)C(C#CC1=CC=C(C=C1)OC)=O (1-(3,5-dichlorophenyl)-3-(4-methoxyphenyl)prop-2-yn-1-one), NN (hydrazine). Solvent: CN(C)C=O (DMF). Yields the product ClC=1C=C(C=C(C1)Cl)C1=NNC(=C1)C1=CC=C(C=C1)OC (3-(3,5-dichlorophenyl)-5-(4-methoxyphenyl)-1H-pyrazole). As a reaction SMILES: [Cl:1][C:2]1[CH:3]=[C:4]([C:9](=O)[C:10]#[C:11][C:12]2[CH:17]=[CH:16][C:15]([O:18][CH3:19])=[CH:14][CH:13]=2)[CH:5]=[C:6]([Cl:8])[CH:7]=1.[NH2:21][NH2:22]>CN(C=O)C>[Cl:1][C:2]1[CH:3]=[C:4]([C:9]2[CH:10]=[C:11]([C:12]3[CH:17]=[CH:16][C:15]([O:18][CH3:19])=[CH:14][CH:13]=3)[NH:22][N:21]=2)[CH:5]=[C:6]([Cl:8])[CH:7]=1. Procedure: To a solution of the intermediate from step A (1.13 g, 3.7 mmol) in DMF (20 mL) was added hydrazine (0.37 mL, 4.07 mmol, 35% aqueous solution). After 2 hours the reaction mixture was concentrated in vacuo. The residue was suspended in H2O (20 mL). A white precipitate crashed out. The aqueous layer was extracted with ethyl acetate (2×). The organic layer was dried over anhydrous Na2SO4, filtered and concentrated in vacuo. An off-white solid was obtained. This material was used in the next step wi... Starting materials: CN(C)C=O, [H-], Nc1ncnc2[nH]nc(I)c12, O=[N+]([O-])c1cc[n+]([O-])cc1, [Na+]. Yields the product Nc1ncnc2c1c(I)nn2-c1cc[n+]([O-])cc1. Reaction SMILES: [CH3:24][N:25]([CH3:26])[CH:27]=[O:28].[H-:12].[I:1][c:2]1[n:3][nH:4][c:5]2[n:6][cH:7][n:8][c:9]([NH2:11])[c:10]12.[N+:14]([O-:15])(=[O:16])[c:17]1[cH:18][cH:19][n+:20]([O-:23])[cH:21][cH:22]1.[Na+:13]>>[I:1][c:2]1[n:3][n:4](-[c:17]2[cH:18][cH:19][n+:20]([O-:23])[cH:21][cH:22]2)[c:5]2[n:6][cH:7][n:8][c:9]([NH2:11])[c:10]12. The reactants are O=C[C@H](O)[C@@H](O)[C@H](O)[C@H](O)CO (glucose), CC1(COC(=O)C1O)C (pantolactone), eluent, CO (methanol). Conditions: temperature 28 celsius, time 20 minute. Yields the product C([C@H](O)C(C)(C)CO)(=O)O (pantoic acid). As a reaction SMILES: [O:1]=C[C@@H]([C@H]([C@@H]([C@@H](CO)O)O)O)O.CO.[CH3:15][C:16]1([CH3:23])[CH:21]([OH:22])[C:19](=[O:20])[O:18][CH2:17]1>>[C:19]([OH:1])(=[O:20])[C@@H:21]([C:16]([CH2:17][OH:18])([CH3:23])[CH3:15])[OH:22]. Procedure details: A liquid medium (pH 6.5) consisting of 1% glucose, 0.5% peptone, 0.5% yeast extract and 0.5% corn steep liquor was dispensed in 5 ml portions into test tubes, and then heat-sterilized by autoclaving at 121° C. for 20 minutes. The various strains mentioned in Table 1 were each inoculated from slants into the medium in the test tubes, and subjected to aerobic shake culture at 28° C. for 5 days. After the cultivation, cells were collected by filtration. Into containers each containing different col... Run at temperature 0 celsius, time 3 day. Reactants: mercuric chloride, ClC1=C(CN)C=CC(=C1)F (2-chloro-4-fluoro-benzylamine), S1C(=S)NC(=O)C1 (Rhodanine), CCN(C(C)C)C(C)C (DIPEA). Isolated yield 16.5%. Reported procedure: To a solution of 2-chloro-4-fluoro-benzylamine (4.5 g, 28.19 mmol) and Rhodanine (3.75 g, 28.2 mmol) in acetonitrile (170 mL) was added DIPEA (9.82 mL, 56.4 mmol) at room temperature. Then, this solution was cooled to 0° C. and mercuric chloride (8.42 g, 31.02 mmol) was added in two portions within 10 min. After addition, the suspension was allowed to warm to room temperature and stirred for 3 days. The resulting black solids were filtered through a plug of celite and washed with acetonitrile (1... The product is ClC1=C(CNC=2SCC(N2)=O)C=CC(=C1)F (2-(2-chloro-4-fluoro-benzylamino)-thiazol-4-one). RXN SMILES: [Cl:1][C:2]1[CH:9]=[C:8]([F:10])[CH:7]=[CH:6][C:3]=1[CH2:4][NH2:5].[S:11]1[CH2:17][C:15](=[O:16])[NH:14][C:12]1=S.CCN(C(C)C)C(C)C>C(#N)C>[Cl:1][C:2]1[CH:9]=[C:8]([F:10])[CH:7]=[CH:6][C:3]=1[CH2:4][NH:5][C:12]1[S:11][CH2:17][C:15](=[O:16])[N:14]=1. Solvent: C(C)#N (acetonitrile). The reactants are C(C)(=O)C=1C=CC(=C(C1)C1=CC=C2C(=N1)N(C(N2CC(C)(C)C)=O)C)C (5-(5-acetyl-2-methylphenyl)-1-(2,2-dimethylpropyl)-3-methyl-1,3-dihydro-2H-imidazo[4,5-b]pyridin-2-one), [BH4-].[Na+] (sodium borohydride). Reported procedure: To a microwave vial was added 5-(5-acetyl-2-methylphenyl)-1-(2,2-dimethylpropyl)-3-methyl-1,3-dihydro-2H-imidazo[4,5-b]pyridin-2-one (15-7) (15 mg, 0.043 mmol) and sodium borohydride (2.5 mg, 0.064 mmol) under nitrogen. The mixture was dissolve in methanol (0.4 ml), and allowed to stir at room temperature for 1 hour. The reaction was diluted with methanol, and passed through a syringe filter. The solution was purified using reverse phase chromatography (10-100%, 0.1% TFA in H2O/Acetonitrile) and... The solvent is CO (methanol), CO (methanol). As a reaction SMILES: [C:1]([C:4]1[CH:5]=[CH:6][C:7]([CH3:26])=[C:8]([C:10]2[N:15]=[C:14]3[N:16]([CH3:25])[C:17](=[O:24])[N:18]([CH2:19][C:20]([CH3:23])([CH3:22])[CH3:21])[C:13]3=[CH:12][CH:11]=2)[CH:9]=1)(=[O:3])[CH3:2].[BH4-].[Na+]>CO>[CH3:22][C:20]([CH3:21])([CH3:23])[CH2:19][N:18]1[C:13]2[C:14](=[N:15][C:10]([C:8]3[CH:9]=[C:4]([C@@H:1]([OH:3])[CH3:2])[CH:5]=[CH:6][C:7]=3[CH3:26])=[CH:11][CH:12]=2)[N:16]([CH3:25])[C:17]1=[O:24] |f:1.2|. Run at time 1 hour. Product: CC(CN1C(N(C2=NC(=CC=C21)C2=C(C=CC(=C2)[C@H](C)O)C)C)=O)(C)C (1-(2,2-dimethylpropyl)-5-{5-[(1S)-1-hydroxyethyl]-2-methylphenyl}-3-methyl-1,3-dihydro-2H-imidazo[4,5-b]pyridin-2-one). The reactants are C1COC(C=2C(=NNC2)C=2OC(=CC2)[N+](=O)[O-])O1 (3-(5-nitro-2-furyl)-1H-pyrazole-4-carboxaldehye ethyleneacetal), Cl.NO (hydroxylamine hydrochloride), C(C)(=O)[O-].[Na+] (sodium acetate). Product: [N+](=O)([O-])C1=CC=C(O1)C1=NNC=C1C=NO (3-(5-nitro-2-furyl)-1H-pyrazole-4-carboxaldehydeoxime). Yield: 94.0%. RXN SMILES: C1O[CH:4]([C:5]2[C:6]([C:10]3[O:11][C:12]([N+:15]([O-:17])=[O:16])=[CH:13][CH:14]=3)=[N:7][NH:8][CH:9]=2)OC1.Cl.[NH2:20][OH:21].C([O-])(=O)C.[Na+]>>[N+:15]([C:12]1[O:11][C:10]([C:6]2[C:5]([CH:4]=[N:20][OH:21])=[CH:9][NH:8][N:7]=2)=[CH:14][CH:13]=1)([O-:17])=[O:16] |f:1.2,3.4|. Reported procedure: Following the same procedure, react 2.5 g of 3-(5-nitro-2-furyl)-1H-pyrazole-4-carboxaldehye ethyleneacetal in a similar manner with 0.9 g of hydroxylamine hydrochloride and 0.8 g of sodium acetate to obtain a 94% yield of 3-(5-nitro-2-furyl)-1H-pyrazole-4-carboxaldehydeoxime. Reactants: BrC(Br)(Br)Br, C1CCOC1, CC[Si](CC)(CC)c1[nH]c2ccc(C#N)cc2c1CCO, c1ccc(P(c2ccccc2)c2ccccc2)cc1. The product is CC[Si](CC)(CC)c1[nH]c2ccc(C#N)cc2c1CCBr. RXN SMILES: [Br:41][C:42]([Br:43])([Br:44])[Br:45].[CH2:46]1[O:47][CH2:48][CH2:49][CH2:50]1.[OH:1][CH2:2][CH2:3][c:4]1[c:5]([Si:15]([CH2:16][CH3:17])([CH2:18][CH3:19])[CH2:20][CH3:21])[nH:6][c:7]2[cH:8][cH:9][c:10]([C:13]#[N:14])[cH:11][c:12]12.[c:22]1([P:23]([c:24]2[cH:25][cH:26][cH:27][cH:28][cH:29]2)[c:30]2[cH:31][cH:32][cH:33][cH:34][cH:35]2)[cH:36][cH:37][cH:38][cH:39][cH:40]1>>[CH2:2]([CH2:3][c:4]1[c:5]([Si:15]([CH2:16][CH3:17])([CH2:18][CH3:19])[CH2:20][CH3:21])[nH:6][c:7]2[cH:8][cH:9][c:10]([C:13]#[N:14])[cH:11][c:12]12)[Br:41].